This data is from the Open Reaction Database (ORD), a public repository of structured organic reaction records. The task is: describe an organic reaction: reactants, conditions, products, and yield Starting materials: solution, C=O (formaldehyde), C([O-])([O-])=O.[K+].[K+] (potassium carbonate), CNC1=NC(=NC(=N1)NC)NC (trimethylmelamine). Conditions: time 8 hour. Product: OCN(C1=NC(=NC(=N1)N(C)CO)NC)C (2,4-Bis[(hydroxymethyl) (methyl) amino]6-methylamino-1,3,5-triazine). RXN SMILES: [CH2:1]=[O:2].[C:3](=[O:6])([O-])[O-].[K+].[K+].[CH3:9][NH:10][C:11]1[N:16]=[C:15]([NH:17][CH3:18])[N:14]=[C:13]([NH:19][CH3:20])[N:12]=1>>[OH:2][CH2:1][N:19]([CH3:20])[C:13]1[N:12]=[C:11]([N:10]([CH2:3][OH:6])[CH3:9])[N:16]=[C:15]([NH:17][CH3:18])[N:14]=1 |f:1.2.3|. Procedure details: To a 3% w/v aqueous solution of formaldehyde (15 ml) was added potassium carbonate (691 mg, 5 mmol) then trimethylmelamine (841 mg, 5 mmol). The reaction mixture was stirred at room temperature until the initially clear solution (pH 11.5) became cloudy (2-3 h) then set aside overnight (16 h). The white granular solid which separated was recovered by filtration, washed with water (4×5 ml) and the product dried in vacuo over anhydrous CaCl2. Yield 593 mg (52%); 1H-NMR spectrum δH (Me2SO-d6) 2.75 (... Reactants: COC(=O)c1ccc(C#N)cc1F, O, O=[N+]([O-])O, O=S(=O)(O)O. Yields the product COC(=O)c1cc([N+](=O)[O-])c(C#N)cc1F. Reaction SMILES: [C:1](#[N:2])[c:3]1[cH:4][c:5]([F:13])[c:6]([C:7](=[O:8])[O:9][CH3:10])[cH:11][cH:12]1.[OH2:23].[OH:14][N+:15]([O-:16])=[O:17].[S:18](=[O:19])(=[O:20])([OH:21])[OH:22]>>[C:1](#[N:2])[c:3]1[cH:4][c:5]([F:13])[c:6]([C:7](=[O:8])[O:9][CH3:10])[cH:11][c:12]1[N+:15](=[O:14])[O-:16].